From a dataset of the Open Reaction Database (ORD), a public repository of structured organic reaction records. describe an organic reaction: reactants, conditions, products, and yield Starting materials: C([O-])(O)=O.[Na+] (sodium bicarbonate), O[C@H]1[C@@H](O[C@@H]([C@H]1O)CO)N1C2=NC=NC(=C2N=C1)NC(C1=CC=CC=C1)=O (N-{9-[(2R,3R,4S,5R)-3,4-Dihydroxy-5-(hydroxymethyl)tetrahydrofuran-2-yl]-9H-purin-6-yl}benzamide), COC(C)(C)OC (2,2-dimethoxypropane), O.C1(=CC=C(C=C1)S(=O)(=O)O)C (para-toluenesulfonic acid monohydrate). Solvent: CC(=O)C (acetone). Conditions: time 8 hour. Yields the product OC[C@H]1O[C@H]([C@H]2[C@@H]1OC(O2)(C)C)N2C1=NC=NC(=C1N=C2)NC(C2=CC=CC=C2)=O (N-[9-((3aR,4R,6R,6aR)-6-Hydroxymethyl-2,2-dimethyl-tetrahydrofuro[3,4-d][1,3]dioxol-4-yl)-9H-purin-6-yl]-benzamide). The yield is 58.9%. RXN SMILES: [OH:1][C@@H:2]1[C@H:6]([OH:7])[C@@H:5]([CH2:8][OH:9])[O:4][C@H:3]1[N:10]1[CH:18]=[N:17][C:16]2[C:11]1=[N:12][CH:13]=[N:14][C:15]=2[NH:19][C:20](=[O:27])[C:21]1[CH:26]=[CH:25][CH:24]=[CH:23][CH:22]=1.CO[C:30](OC)([CH3:32])[CH3:31].O.C1(C)C=CC(S(O)(=O)=O)=CC=1.C(=O)(O)[O-].[Na+]>CC(C)=O>[OH:9][CH2:8][C@@H:5]1[C@H:6]2[O:7][C:30]([CH3:32])([CH3:31])[O:1][C@H:2]2[C@H:3]([N:10]2[CH:18]=[N:17][C:16]3[C:11]2=[N:12][CH:13]=[N:14][C:15]=3[NH:19][C:20](=[O:27])[C:21]2[CH:22]=[CH:23][CH:24]=[CH:25][CH:26]=2)[O:4]1 |f:2.3,4.5|. Procedure details: N-{9-[(2R,3R,4S,5R)-3,4-Dihydroxy-5-(hydroxymethyl)tetrahydrofuran-2-yl]-9H-purin-6-yl}benzamide (0.643 g, 1.73 mmol), 2,2-dimethoxypropane (1.06 mL, 8.66 mmol), and para-toluenesulfonic acid monohydrate (0.333 g, 1.73 mmol) were dissolved in acetone (43 mL). The solution was stirred at room temperature overnight and then heated to 40° C. for 3 hours. Once cooled to room temperature, saturated sodium bicarbonate solution was added to the reaction mixture and then approximately half the solvent w... Reactants: C(CC)S(=O)(=O)Cl (1-propanesulfonyl chloride), N[C@@H](CCN1CCC(CC1)C=1C=C(C=CC1)NC(C(C)C)=O)C1=CC=CC=C1 (N-(3-{1-[(3S)-3-amino-3-phenylpropyl]-4-piperidinyl}phenyl)-2-methylpropanamide). The product is CC(C(=O)NC1=CC(=CC=C1)C1CCN(CC1)CC[C@H](NS(=O)(=O)CCC)C1=CC=CC=C1)C (2-METHYL-N-[3-(1-{(3S)-3-PHENYL-3-[(PROPYLSULFONYL)AMINO]PROPYL}-4-PIPERIDINYL)PHENYL]PROPANAMIDE). RXN SMILES: [CH2:1]([S:4](Cl)(=[O:6])=[O:5])[CH2:2][CH3:3].[NH2:8][C@H:9]([C:30]1[CH:35]=[CH:34][CH:33]=[CH:32][CH:31]=1)[CH2:10][CH2:11][N:12]1[CH2:17][CH2:16][CH:15]([C:18]2[CH:19]=[C:20]([NH:24][C:25](=[O:29])[CH:26]([CH3:28])[CH3:27])[CH:21]=[CH:22][CH:23]=2)[CH2:14][CH2:13]1>>[CH3:27][CH:26]([CH3:28])[C:25]([NH:24][C:20]1[CH:21]=[CH:22][CH:23]=[C:18]([CH:15]2[CH2:14][CH2:13][N:12]([CH2:11][CH2:10][C@@H:9]([C:30]3[CH:31]=[CH:32][CH:33]=[CH:34][CH:35]=3)[NH:8][S:4]([CH2:1][CH2:2][CH3:3])(=[O:6])=[O:5])[CH2:17][CH2:16]2)[CH:19]=1)=[O:29]. Procedure details: Prepared by Procedure Q1 and Scheme AC using 1-propanesulfonyl chloride and N-(3-{1-[(3S)-3-amino-3-phenylpropyl]-4-piperidinyl}phenyl)-2-methylpropanamide: ESMS m/e: 486.2 (M+H)+.